From a dataset of the Open Reaction Database (ORD), a public repository of structured organic reaction records. describe an organic reaction: reactants, conditions, products, and yield Starting materials: CC[Si](CC)(CC)B1OC(C)(C)C(C)(C)O1 (effective_coupling_partner), Cc1ccc(C)c(OC(=O)C(C)(C)C)c1 (substrate). Reagents/catalysts: PCy3. Conditions: temperature 50 celsius, time 8.5 hour. Yields the product CC[Si](CC)(CC)c1cc(C)ccc1C. The reactants are NC=1C(=C(C2=C(C(C=C(O2)C(=O)OC)=O)C1)CCC)N (Methyl 6,7-diamino-4-oxo-8-propyl-4H-1-benzopyran-2-carboxylate), O=C(C(=O)OCC)C(=O)OCC (diethyl ketomalonate). Run in C(C)O (ethanol). Yields the product OC=1C(=NC=2C(=C3C(=CC2N1)C(C=C(O3)C(=O)OC)=O)CCC)C(=O)OCC (Ethyl 2-hydroxy-7-methoxycarbonyl-9-oxo-5-propyl-9H-pyrano[3,2-g]quinoxaline-3-carboxylate). Reaction SMILES: [NH2:1][C:2]1[C:3]([NH2:20])=[C:4]([CH2:17][CH2:18][CH3:19])[C:5]2[O:10][C:9]([C:11]([O:13][CH3:14])=[O:12])=[CH:8][C:7](=[O:15])[C:6]=2[CH:16]=1.O=[C:22]([C:28](OCC)=[O:29])[C:23]([O:25][CH2:26][CH3:27])=[O:24]>C(O)C>[OH:29][C:28]1[C:22]([C:23]([O:25][CH2:26][CH3:27])=[O:24])=[N:20][C:3]2[C:4]([CH2:17][CH2:18][CH3:19])=[C:5]3[O:10][C:9]([C:11]([O:13][CH3:14])=[O:12])=[CH:8][C:7](=[O:15])[C:6]3=[CH:16][C:2]=2[N:1]=1. Reported procedure: The product of step (c) above (0.6 g) was suspended in ethanol (25 ml), and diethyl ketomalonate (0.382 g) was added. The mixture was refluxed for 18 hours, and the resulting precipitate was collected (0.29 g) and identified as the sub-title compound by NMR and MS: δDMSO : 1.0 (3H,t), 1.4 (3H, t), 1.6 (2H, m), 3.0 (2H, t), 4.0 (3H, s), 4.4 (2H, q), 6.95 (1H, s), 8.2 (1H, s). Reactants: FC(C1=CC=C(C=C1)C=1C(=CC=CC1)C(=O)NC1=NC2=CC=C(C=C2C=C1)C(=O)O)(F)F (2-[(4′-Trifluoromethyl-biphenyl-2-carbonyl)-amino]-quinoline-6-carboxylic acid), C(C)(C)N(CC)C(C)C (diisopropylethylamine), C=1C=CC2=C(C1)N=NN2O (HOBT), Cl.N[C@H](C(=O)NCCCCC)C1=CC=CC=C1 ((S)-2-amino-N-pentyl-2-phenyl-acetamide hydrochloride). Run in C1CCOC1 (THF), C(CCl)Cl (EDC), C(Cl)Cl (CH2Cl2). Conditions: time 16 hour. Product: C(CCCC)NC(=O)[C@H](C1=CC=CC=C1)NC(=O)C=1C=C2C=CC(=NC2=CC1)NC(=O)C=1C(=CC=CC1)C1=CC=C(C=C1)C(F)(F)F ((S)-2-[(4′-trifluoromethyl-biphenyl-2-carbonyl)-amino]-quinoline-6-carboxylic acid (pentylcarbamoyl-phenyl-methyl)-amide). Isolated yield 77.4%. As a reaction SMILES: [F:1][C:2]([F:32])([F:31])[C:3]1[CH:8]=[CH:7][C:6]([C:9]2[C:10]([C:15]([NH:17][C:18]3[CH:27]=[CH:26][C:25]4[C:20](=[CH:21][CH:22]=[C:23]([C:28](O)=[O:29])[CH:24]=4)[N:19]=3)=[O:16])=[CH:11][CH:12]=[CH:13][CH:14]=2)=[CH:5][CH:4]=1.C1C=CC2N(O)N=NC=2C=1.Cl.[NH2:44][C@@H:45]([C:54]1[CH:59]=[CH:58][CH:57]=[CH:56][CH:55]=1)[C:46]([NH:48][CH2:49][CH2:50][CH2:51][CH2:52][CH3:53])=[O:47].C(N(C(C)C)CC)(C)C>C1COCC1.C(Cl)Cl.C(Cl)CCl>[CH2:49]([NH:48][C:46]([C@@H:45]([NH:44][C:28]([C:23]1[CH:24]=[C:25]2[C:20](=[CH:21][CH:22]=1)[N:19]=[C:18]([NH:17][C:15]([C:10]1[C:9]([C:6]3[CH:5]=[CH:4][C:3]([C:2]([F:32])([F:31])[F:1])=[CH:8][CH:7]=3)=[CH:14][CH:13]=[CH:12][CH:11]=1)=[O:16])[CH:27]=[CH:26]2)=[O:29])[C:54]1[CH:59]=[CH:58][CH:57]=[CH:56][CH:55]=1)=[O:47])[CH2:50][CH2:51][CH2:52][CH3:53] |f:2.3|. Reported procedure: 2-[(4′-Trifluoromethyl-biphenyl-2-carbonyl)-amino]-quinoline-6-carboxylic acid (F-1a2, 1.2 g, 2.53 mM), EDC (0.79 g, 6.34 mM), HOBT (0.86 g, 6.34 mM) and (S)-2-amino-N-pentyl-2-phenyl-acetamide hydrochloride (0.78 g, 3.05 mM) were combined and dissolved in THF (12.5 mL). The mixture was treated with diisopropylethylamine (2.20 mL, 13 mM) and stirred at room temperature for 16 h. The mixture was diluted with CH2Cl2 and washed with water. The CH2Cl2 fraction was dried (Na2SO4), filtered and concen... Starting materials: CC(C)(C)OC(=O)N1CCCC2(Cc3ccc(Br)cc3)C(=O)N(c3cc(Cl)cc(Cl)c3)C(=O)N12, ClCCl, O=C(O)C(F)(F)F. The product is O=C1N(c2cc(Cl)cc(Cl)c2)C(=O)C2(Cc3ccc(Br)cc3)CCCNN12. Reaction SMILES: [C:1]([O:2][C:3](=[O:4])[N:8]1[N:9]2[C:10](=[O:34])[N:11]([c:26]3[cH:27][c:28]([Cl:33])[cH:29][c:30]([Cl:32])[cH:31]3)[C:12](=[O:25])[C:13]2([CH2:17][c:18]2[cH:19][cH:20][c:21]([Br:24])[cH:22][cH:23]2)[CH2:14][CH2:15][CH2:16]1)([CH3:5])([CH3:6])[CH3:7].[Cl:42][CH2:43][Cl:44].[F:35][C:36]([F:37])([F:38])[C:39]([OH:40])=[O:41]>>[NH:8]1[N:9]2[C:10](=[O:34])[N:11]([c:26]3[cH:27][c:28]([Cl:33])[cH:29][c:30]([Cl:32])[cH:31]3)[C:12](=[O:25])[C:13]2([CH2:17][c:18]2[cH:19][cH:20][c:21]([Br:24])[cH:22][cH:23]2)[CH2:14][CH2:15][CH2:16]1. Starting materials: Cl (hydrochloric acid), N1C=C(C2=CC=CC=C12)C(C(=O)Cl)=O (3-Indolylglyoxylyl chloride), [BH4-].[Na+] (sodium borohydride). Solvent: O (water), COCCOCCOC (diglyme), O (water). Yields the product C=1C=CC2=C(C1)C(=CN2)CCO (tryptophol). As a reaction SMILES: [BH4-].[Na+].[NH:3]1[C:11]2[C:6](=[CH:7][CH:8]=[CH:9][CH:10]=2)[C:5]([C:12](=O)[C:13](Cl)=[O:14])=[CH:4]1.Cl>COCCOCCOC.O>[CH:8]1[CH:9]=[CH:10][C:11]2[NH:3][CH:4]=[C:5]([CH2:12][CH2:13][OH:14])[C:6]=2[CH:7]=1 |f:0.1|. Procedure details: A suspension of sodium borohydride (22.6 g.) in diglyme (800 ml.) was stirred in a jacketted flask with water cooling. 3-Indolylglyoxylyl chloride (41.5 g.) was cautiously added in small portions then the mixture was heated to 95°-100° for 5 hours. The cooled reaction mixture was diluted with water (2 l.), acidified with hydrochloric acid and extracted with dichloroethane. The extract was washed with sodium carbonate solution then with water and evaporated to give crude tryptophol as a brown oil... The reactants are OCc1ccc(OCc2ccccc2)cc1O, CO, ClCCl, O=[Mn]=O. The product is O=Cc1ccc(OCc2ccccc2)cc1O. Reaction SMILES: [CH2:1]([c:2]1[cH:3][cH:4][cH:5][cH:6][cH:7]1)[O:8][c:9]1[cH:10][cH:11][c:12]([CH2:16][OH:17])[c:13]([OH:15])[cH:14]1.[CH3:21][OH:22].[Cl:18][CH2:19][Cl:20].[O:23]=[Mn:24]=[O:25]>>[CH2:1]([c:2]1[cH:3][cH:4][cH:5][cH:6][cH:7]1)[O:8][c:9]1[cH:10][cH:11][c:12]([CH:16]=[O:17])[c:13]([OH:15])[cH:14]1. Reactants: C1(=CC=CC=C1)NNC(C1=CC(=C(C=C1)Cl)S(N)(=O)=O)=O (1-phenyl-2-(3-sulfamoyl-4-chlorobenzoyl)-hydrazine), [I-].[K+] (potassium iodide), C(C=C)Br (allyl bromide). Run in C(C)(C)O (isopropanol). Reaction conditions: time 0.5 hour. Product: C(C=C)N(NC(C1=CC(=C(C=C1)Cl)S(N)(=O)=O)=O)C1=CC=CC=C1 (1-Allyl-1-phenyl-2-(3-sulfamoyl-4-chlorobenzoyl)-hydrazine). As a reaction SMILES: [C:1]1([NH:7][NH:8][C:9](=[O:21])[C:10]2[CH:15]=[CH:14][C:13]([Cl:16])=[C:12]([S:17](=[O:20])(=[O:19])[NH2:18])[CH:11]=2)[CH:6]=[CH:5][CH:4]=[CH:3][CH:2]=1.[I-].[K+].[CH2:24](Br)[CH:25]=[CH2:26]>C(O)(C)C>[CH2:26]([N:7]([C:1]1[CH:2]=[CH:3][CH:4]=[CH:5][CH:6]=1)[NH:8][C:9](=[O:21])[C:10]1[CH:15]=[CH:14][C:13]([Cl:16])=[C:12]([S:17](=[O:20])(=[O:19])[NH2:18])[CH:11]=1)[CH:25]=[CH2:24] |f:1.2|. Procedure: In a three necked 12 liter round bottom reaction flask equipped with a mechanical stirrer and reflux condenser was placed isopropanol 6.1 liters and 1-phenyl-2-(3-sulfamoyl-4-chlorobenzoyl)-hydrazine 1.3 kg (4.1 mol), potassium iodide 68.0 g (0.41 mol) and allyl bromide 768 g (8 mol). This mixture was stirred at gentle reflux for about 20 hours then suction filtered while still hot. The cake was washed with isopropanol 300 ml and the combined filtrate and wash were diluted with warm water 2.7 li... Starting materials: C[Si](CCS(=O)(=O)Cl)(C)C (2-trimethylsilanylethanesulfonyl chloride), [OH-].[Na+] (NaOH), Cl.N1CCC(CC1)OC1=CC=C(C#N)C=C1 (4-(piperidin-4-yloxy)benzonitrile hydrochloride). The solvent is C(Cl)Cl (DCM). Run at temperature -30 celsius, time 30 minute. Yields the product C[Si](CCS(=O)(=O)N1CCC(CC1)OC1=CC=C(C#N)C=C1)(C)C (4-[1-(2-trimethylsilanylethanesulfonyl)piperidin-4-yloxy]benzonitrile), compound B. As a reaction SMILES: [CH3:1][Si:2]([CH3:10])([CH3:9])[CH2:3][CH2:4][S:5](Cl)(=[O:7])=[O:6].Cl.[NH:12]1[CH2:17][CH2:16][CH:15]([O:18][C:19]2[CH:26]=[CH:25][C:22]([C:23]#[N:24])=[CH:21][CH:20]=2)[CH2:14][CH2:13]1.[OH-].[Na+]>C(Cl)Cl>[CH3:1][Si:2]([CH3:10])([CH3:9])[CH2:3][CH2:4][S:5]([N:12]1[CH2:13][CH2:14][CH:15]([O:18][C:19]2[CH:26]=[CH:25][C:22]([C:23]#[N:24])=[CH:21][CH:20]=2)[CH2:16][CH2:17]1)(=[O:7])=[O:6] |f:1.2,3.4|. Procedure details: Step-3: To a stirred solution of 9.84 g (0.049 mol) of 2-trimethylsilanylethanesulfonyl chloride (SESCl) in DCM (100 mL) cooled to −78° C., was added the step-2 product, 4-(piperidin-4-yloxy)benzonitrile hydrochloride, (9.00 g, 0.038 mol). The mixture was stirred 30 min, warmed to −30° C., and stirred 3 h. To this mixture was added 20 mL of 1N NaOH solution added, and the DCM and aqueous layers partitioned. The aqueous layer was back extracted with DCM (50 mL) and the combined organic layers was...